From a dataset of the Open Reaction Database (ORD), a public repository of structured organic reaction records. describe an organic reaction: reactants, conditions, products, and yield Starting materials: COC(=O)C1=CC(=C(C=C1)N=C1SC[C@@H](N1)CC(C)C)C ((4S)-2-(4-(methoxycarbonyl)-2-methylphenylimino)-4-isobutyl-1,3-thiazolidine), C(C(C)C)Br (isobutyl bromide). Product: COC(=O)C1=CC(=C(C=C1)N=C1SC[C@@H](N1CC(C)C)CC(C)C)C ((4S)-2-(4-(methoxycarbonyl)-2-methylphenylimino)-3,4-diisobutyl-1,3-thiazolidine). Reaction SMILES: [CH3:1][O:2][C:3]([C:5]1[CH:10]=[CH:9][C:8]([N:11]=[C:12]2[NH:16][C@@H:15]([CH2:17][CH:18]([CH3:20])[CH3:19])[CH2:14][S:13]2)=[C:7]([CH3:21])[CH:6]=1)=[O:4].[CH2:22](Br)[CH:23]([CH3:25])[CH3:24]>>[CH3:1][O:2][C:3]([C:5]1[CH:10]=[CH:9][C:8]([N:11]=[C:12]2[N:16]([CH2:22][CH:23]([CH3:25])[CH3:24])[C@@H:15]([CH2:17][CH:18]([CH3:19])[CH3:20])[CH2:14][S:13]2)=[C:7]([CH3:21])[CH:6]=1)=[O:4]. Reported procedure: (1S)-1-(Hydroxymethyl)-3-methyl butylamine was made from (L)-leucine methyl ester as described in Method B1b. The 2-hydroxyethylamine was converted to (1S)-1-(chloromethyl)-3-methylbutanammonium chloride as described in Method B7a. 4-(Methoxycarbonyl)-2-methylphenyl isothiocyanate was reacted with (1S)-1-(chloromethyl)-3-methylbutanammonium chloride according to Method C1a to give (4S)-2-(4-(methoxycarbonyl)-2-methylphenylimino)-4-isobutyl-1,3-thiazolidine. The thiazolidine was reacted with isob...